Dataset: the Open Reaction Database (ORD), a public repository of structured organic reaction records. Task: describe an organic reaction: reactants, conditions, products, and yield The reactants are C(C1=CC=CC=C1)OC(N[C@@H]([C@H](C)O)C(NCCC=O)=O)=O ([(1S,2S)-2-hydroxy-1-(3-oxo-propylcarbamoyl)-propyl]-carbamic acid benzyl ester), N[C@H](C(=O)OC(C)(C)C)[C@@H](O)[C@H]1O[C@H]([C@@H]([C@@H]1O[Si](C)(C)C(C)(C)C)O[Si](C)(C)C(C)(C)C)N1C(N(C(C=C1)=O)CC1=CC=C(C=C1)OC)=O (tert-butyl (2S,3R)-2-amino-3-[(2R,3R,4R,5R)-3,4-bis{[tert-butyl-(dimethyl)silyl]oxy}-5-(3-(4-methoxybenzyl)-2,4-dioxo-3,4-dihydro-1(2H)-pyrimidinyl)-tetrahydro-2-furanyl]-3-hydroxypropanoate), C(C)(=O)O[BH-](OC(C)=O)OC(C)=O.[Na+] (sodium triacetoxyborohydride). Reagents/catalysts: C(C)(=O)O (acetic acid). The solvent is O1CCCC1 (tetrahydrofuran). Product: [Si](C)(C)(C(C)(C)C)O[C@@H]1C(O[C@H]([C@@H]1O[Si](C)(C)C(C)(C)C)N1C(N(C(C=C1)=O)CC1=CC=C(C=C1)OC)=O)[C@@H]([C@H](NCCCNC([C@@H](NC(OCC1=CC=CC=C1)=O)[C@H](C)O)=O)C(=O)OC(C)(C)C)O (tert-butyl (5S,12S)-12-[(R)-[(3R,4R,5R)-3,4-bis{[tert-butyl(dimethyl)silyl]oxy}-5-(3-(4-methoxybenzyl)-2,4-dioxo-3,4-dihydro-1(2H)-pyrimidinyl)tetrahydro-2-furanyl](hydroxy)methyl]-5-[(1S)-1-hydroxyethyl]-3,6-dioxo-1-phenyl-2-oxa-4,7,11-triazatridecan-13-oate). Isolated yield 53.8%. As a reaction SMILES: [CH2:1]([O:8][C:9](=[O:22])[NH:10][C@H:11]([C:15](=[O:21])[NH:16][CH2:17][CH2:18][CH:19]=O)[C@@H:12]([OH:14])[CH3:13])[C:2]1[CH:7]=[CH:6][CH:5]=[CH:4][CH:3]=1.[NH2:23][C@@H:24]([C@H:32]([C@@H:34]1[C@@H:38]([O:39][Si:40]([C:43]([CH3:46])([CH3:45])[CH3:44])([CH3:42])[CH3:41])[C@@H:37]([O:47][Si:48]([C:51]([CH3:54])([CH3:53])[CH3:52])([CH3:50])[CH3:49])[C@H:36]([N:55]2[CH:60]=[CH:59][C:58](=[O:61])[N:57]([CH2:62][C:63]3[CH:68]=[CH:67][C:66]([O:69][CH3:70])=[CH:65][CH:64]=3)[C:56]2=[O:71])[O:35]1)[OH:33])[C:25]([O:27][C:28]([CH3:31])([CH3:30])[CH3:29])=[O:26].C(O[BH-](OC(=O)C)OC(=O)C)(=O)C.[Na+]>C(O)(=O)C.O1CCCC1>[Si:40]([O:39][C@H:38]1[C@@H:37]([O:47][Si:48]([C:51]([CH3:53])([CH3:54])[CH3:52])([CH3:49])[CH3:50])[C@H:36]([N:55]2[CH:60]=[CH:59][C:58](=[O:61])[N:57]([CH2:62][C:63]3[CH:68]=[CH:67][C:66]([O:69][CH3:70])=[CH:65][CH:64]=3)[C:56]2=[O:71])[O:35][CH:34]1[C@H:32]([OH:33])[C@@H:24]([C:25]([O:27][C:28]([CH3:31])([CH3:30])[CH3:29])=[O:26])[NH:23][CH2:19][CH2:18][CH2:17][NH:16][C:15](=[O:21])[C@H:11]([C@@H:12]([OH:14])[CH3:13])[NH:10][C:9](=[O:22])[O:8][CH2:1][C:2]1[CH:7]=[CH:6][CH:5]=[CH:4][CH:3]=1)([C:43]([CH3:44])([CH3:45])[CH3:46])([CH3:42])[CH3:41] |f:2.3|. Procedure: By using an analogous procedure to that described for Example 1, a solution of [(1S,2S)-2-hydroxy-1-(3-oxo-propylcarbamoyl)-propyl]-carbamic acid benzyl ester (108 mg, 0.35 mmol, obtained from Reference Example 18), tert-butyl (2S,3R)-2-amino-3-[(2R,3R,4R,5R)-3,4-bis{[tert-butyl-(dimethyl)silyl]oxy}-5-(3-(4-methoxybenzyl)-2,4-dioxo-3,4-dihydro-1(2H)-pyrimidinyl)-tetrahydro-2-furanyl]-3-hydroxypropanoate (230 mg, 0.319 mmol, obtained from Reference Example 6), acetic acid (3 drops), and sodium tr... Reactants: O=C(C(C1=CC=CC=C1)SC(C)=O)C (ethanethioic acid S-(2-oxo-1-phenylpropyl)ester). Run in [OH-].[Na+] (sodium hydroxide). Reaction conditions: time 45 minute. Yields the product SC(C(C)=O)C1=CC=CC=C1 (rac.-1-mercapto-1-phenyl-2-propanone). The yield is 83.0%. Reaction SMILES: [O:1]=[C:2]([CH3:14])[CH:3]([S:10]C(=O)C)[C:4]1[CH:9]=[CH:8][CH:7]=[CH:6][CH:5]=1>[OH-].[Na+]>[SH:10][CH:3]([C:4]1[CH:9]=[CH:8][CH:7]=[CH:6][CH:5]=1)[C:2](=[O:1])[CH3:14] |f:1.2|. Procedure: Under nitrogen a mixture of 10.6 g (0.05 mol) of ethanethioic acid S-(2-oxo-1-phenylpropyl)ester and 130 ml of 5% sodium hydroxide was stirred rapidly at room temperature for 45 minutes, then extracted with ether. The aqueous mixture was chilled in an ice-bath, acidified with 6N HCl and extracted with ether. The combined organic extracts were washed with brine, dried (MgSO4) and the solvent was removed to give 6.9 g (82%) of crude rac.-1-mercapto-1-phenyl-2-propanone. This compound is sensitive ... Reactants: OC=1C=C2C(CCOC2=CC1)=O (6-hydroxy-4-chromanone), ClCC1=NC2=CC=CC=C2C=C1 (2-chloromethylquinoline), [I-].[Na+] (sodium iodide), C([O-])([O-])=O.[K+].[K+] (potassium carbonate). The solvent is CC(=O)C (acetone), CCOC(=O)C.C(Cl)Cl (EtOAc CH2Cl2). Conditions: time 17 hour. The product is N1=C(C=CC2=CC=CC=C12)COC=1C=C2C(CCOC2=CC1)=O (6-(2-Quinolyl)methoxy-4-chromanone). RXN SMILES: [OH:1][C:2]1[CH:3]=[C:4]2[C:9](=[CH:10][CH:11]=1)[O:8][CH2:7][CH2:6][C:5]2=[O:12].Cl[CH2:14][C:15]1[CH:24]=[CH:23][C:22]2[C:17](=[CH:18][CH:19]=[CH:20][CH:21]=2)[N:16]=1.[I-].[Na+].C(=O)([O-])[O-].[K+].[K+]>CCOC(C)=O.C(Cl)Cl.CC(C)=O>[N:16]1[C:17]2[C:22](=[CH:21][CH:20]=[CH:19][CH:18]=2)[CH:23]=[CH:24][C:15]=1[CH2:14][O:1][C:2]1[CH:3]=[C:4]2[C:9](=[CH:10][CH:11]=1)[O:8][CH2:7][CH2:6][C:5]2=[O:12] |f:2.3,4.5.6,7.8|. Reported procedure: A mixture of 6-hydroxy-4-chromanone (10.0 g, 0.0609 mol), 2-chloromethylquinoline (11.9 g, 0.0670 mol), sodium iodide (10.0 g, 0.0670 mol), potassium carbonate (25.3 g, 0.183 mol), and acetone (200 ml) was refluxed overnight under N2 atmosphere. After 17 hours the reaction appeared lighter and tlc analysis (10% EtOAc/CH2Cl2) indicated complete conversion of starting material to a slightly less polar product. The mixture was cooled, filtered, and the filtrate concentrated in vacuo. The residue wa... Starting materials: C1CCOC1, CC(C)(C)[O-], ClCc1ccc(Cl)cc1Cl, Cc1c[nH]c2c(C=CC(=O)O)cc(F)cc12, [K+]. Yields the product Cc1cn(Cc2ccc(Cl)cc2Cl)c2c(C=CC(=O)O)cc(F)cc12. Reaction SMILES: [CH2:33]1[O:34][CH2:35][CH2:36][CH2:37]1.[CH3:17][C:18]([CH3:19])([O-:20])[CH3:21].[Cl:23][c:24]1[c:25]([CH2:26][Cl:27])[cH:28][cH:29][c:30]([Cl:32])[cH:31]1.[F:1][c:2]1[cH:3][c:4]2[c:5]([CH3:16])[cH:6][nH:7][c:8]2[c:9]([CH:11]=[CH:12][C:13](=[O:14])[OH:15])[cH:10]1.[K+:22]>>[F:1][c:2]1[cH:3][c:4]2[c:5]([CH3:16])[cH:6][n:7]([CH2:26][c:25]3[c:24]([Cl:23])[cH:31][c:30]([Cl:32])[cH:29][cH:28]3)[c:8]2[c:9]([CH:11]=[CH:12][C:13](=[O:14])[OH:15])[cH:10]1. Reactants: CCO, CCOc1cc2ncc(C#N)c(Cl)c2cc1OC, Nc1ccc2cn[nH]c2c1. Yields the product CCOc1cc2ncc(C#N)c(Nc3ccc4cn[nH]c4c3)c2cc1OC. As a reaction SMILES: [CH3:29][CH2:30][OH:31].[Cl:1][c:2]1[c:3]([C:17]#[N:18])[cH:4][n:5][c:6]2[cH:7][c:8]([O:14][CH2:15][CH3:16])[c:9]([O:12][CH3:13])[cH:10][c:11]12.[NH2:19][c:20]1[cH:21][cH:22][c:23]2[cH:24][n:25][nH:26][c:27]2[cH:28]1>>[c:2]1([NH:19][c:20]2[cH:21][cH:22][c:23]3[cH:24][n:25][nH:26][c:27]3[cH:28]2)[c:3]([C:17]#[N:18])[cH:4][n:5][c:6]2[cH:7][c:8]([O:14][CH2:15][CH3:16])[c:9]([O:12][CH3:13])[cH:10][c:11]12. Reactants: COC(C1=C(C(=CC=C1)N1C(CCC1)=O)F)=O (2-Fluoro-3-(2-oxopyrrolidin-1-yl)benzoic acid methyl ester), [Li+].[OH-] (LiOH). The product is FC1=C(C(=O)O)C=CC=C1N1C(CCC1)=O (2-Fluoro-3-(2-oxopyrrolidin-1-yl)benzoic acid). RXN SMILES: C[O:2][C:3](=[O:17])[C:4]1[CH:9]=[CH:8][CH:7]=[C:6]([N:10]2[CH2:14][CH2:13][CH2:12][C:11]2=[O:15])[C:5]=1[F:16].[Li+].[OH-]>>[F:16][C:5]1[C:6]([N:10]2[CH2:14][CH2:13][CH2:12][C:11]2=[O:15])=[CH:7][CH:8]=[CH:9][C:4]=1[C:3]([OH:17])=[O:2] |f:1.2|. Procedure details: 2-Fluoro-3-(2-oxopyrrolidin-1-yl)benzoic acid methyl ester (D26) (137 mg, 0.58 mmol) was treated with 1M LiOH as described in D25 to afford D27 (85 mg, 66%). The reactants are C(C)(C)(C)OC(=O)N1CC2CN(CC2C1)CC=1SC2=C(N=C(N=C2N2CCOCC2)Cl)N1 (5-(5-chloro-7-morpholin-4-ylthiazolo[4,5-d]pyrimidin-2-ylmethyl)-hexahydro-pyrrolo[3,4-c]pyrrole-2-carboxylic acid tert-butyl ester), N1(CCNCC1)C(C(=O)N)(C)C (2-piperazin-1-yl-isobutyramide). Product: ClC=1N=C(C2=C(N1)N=C(S2)CN2CCN(CC2)C(C(=O)N)(C)C)N2CCOCC2 (2-[4-(5-Chloro-7-morpholin-4-yl-thiazolo[4,5-d]pyrimidin-2-ylmethyl)-piperazin-1-yl]-isobutyramide), solid. The yield is 36.0%. As a reaction SMILES: C(OC(N1C[CH:14]2[CH:10]([CH2:11][N:12]([CH2:16][C:17]3[S:18][C:19]4[C:24]([N:25]5[CH2:30][CH2:29][O:28][CH2:27][CH2:26]5)=[N:23][C:22]([Cl:31])=[N:21][C:20]=4[N:32]=3)[CH2:13]2)C1)=O)(C)(C)C.[N:33]1([C:39]([CH3:44])([CH3:43])[C:40]([NH2:42])=[O:41])CCNCC1>>[Cl:31][C:22]1[N:23]=[C:24]([N:25]2[CH2:30][CH2:29][O:28][CH2:27][CH2:26]2)[C:19]2[S:18][C:17]([CH2:16][N:12]3[CH2:11][CH2:10][N:33]([C:39]([CH3:44])([CH3:43])[C:40]([NH2:42])=[O:41])[CH2:14][CH2:13]3)=[N:32][C:20]=2[N:21]=1. Reported procedure: The title compounds was prepared according to the method used in the preparation of 5-(5-chloro-7-morpholin-4-ylthiazolo[4,5-d]pyrimidin-2-ylmethyl)-hexahydro-pyrrolo[3,4-c]pyrrole-2-carboxylic acid tert-butyl ester using 2-piperazin-1-yl-isobutyramide in place of hexahydro-pyrrolo[3,4-c]pyrrole-2-carboxylic acid tert-butyl ester. The title compound was obtained as an off-white solid (71 mg, 36%).